From a dataset of the Open Reaction Database (ORD), a public repository of structured organic reaction records. describe an organic reaction: reactants, conditions, products, and yield The reactants are COCC(C1=CC=CC=C1)=NO (2-methoxyacetophenone oxime), BrCCBr (1,2-dibromoethane), C([O-])([O-])=O.[K+].[K+] (potassium carbonate). Run in CC(=O)C (acetone). Product: BrCCON=C(COC)C1=CC=CC=C1 (2-methoxyacetophenone O-(2-bromoethyl)oxime). RXN SMILES: [CH3:1][O:2][CH2:3][C:4](=[N:11][OH:12])[C:5]1[CH:10]=[CH:9][CH:8]=[CH:7][CH:6]=1.[Br:13][CH2:14][CH2:15]Br.C(=O)([O-])[O-].[K+].[K+]>CC(C)=O>[Br:13][CH2:14][CH2:15][O:12][N:11]=[C:4]([C:5]1[CH:6]=[CH:7][CH:8]=[CH:9][CH:10]=1)[CH2:3][O:2][CH3:1] |f:2.3.4|. Reported procedure: A mixture of the above oxime (5.5 g, 33 mmol), 1,2-dibromoethane (50 ml), potassium carbonate (12.4 g, 90 mmol) and acetone (100 ml) was heated at reflux for 24 h. The mixture was filtered and the solvent was evaporated from the filtrate in vacuo. The residue was purified by column chromatography on silica gel (80 g, n-heptane/ethyl acetate 20/1) to give 6.6 g of 2-methoxyacetophenone O-(2-bromoethyl)oxime.